This data is from the Open Reaction Database (ORD), a public repository of structured organic reaction records. The task is: describe an organic reaction: reactants, conditions, products, and yield The reactants are ClCCl, CN(C)C=O, CC1(C)C(C(=O)O)C1(C)C, O=C(Cl)C(=O)Cl. Product: CC1(C)C(C(=O)Cl)C1(C)C. As a reaction SMILES: [CH2:22]([Cl:23])[Cl:24].[CH3:17][N:18]([CH3:19])[CH:20]=[O:21].[CH3:1][C:2]1([CH3:3])[CH:4]([C:5]([OH:6])=[O:7])[C:8]1([CH3:9])[CH3:10].[Cl:11][C:12]([C:13]([Cl:14])=[O:15])=[O:16]>>[CH3:1][C:2]1([CH3:3])[CH:4]([C:5](=[O:6])[Cl:11])[C:8]1([CH3:9])[CH3:10]. The reactants are O=C1N(C(C2=CC=CC=C12)=O)C1CCC(CC1)S(=O)(=O)Cl (4-(1,3-dioxoisoindolin-2-yl)cyclohexane-1-sulfonyl chloride), N.C1CCOC1 (NH3 THF). Reaction conditions: time 8 hour. The product is O=C1N(C(C2=CC=CC=C12)=O)C1CCC(CC1)S(=O)(=O)N (4-(1,3-dioxoisoindolin-2-yl)cyclohexane-1-sulfonamide). Yield: 64.0%. RXN SMILES: [O:1]=[C:2]1[C:10]2[C:5](=[CH:6][CH:7]=[CH:8][CH:9]=2)[C:4](=[O:11])[N:3]1[CH:12]1[CH2:17][CH2:16][CH:15]([S:18](Cl)(=[O:20])=[O:19])[CH2:14][CH2:13]1.[NH3:22].C1COCC1>>[O:1]=[C:2]1[C:10]2[C:5](=[CH:6][CH:7]=[CH:8][CH:9]=2)[C:4](=[O:11])[N:3]1[CH:12]1[CH2:17][CH2:16][CH:15]([S:18]([NH2:22])(=[O:20])=[O:19])[CH2:14][CH2:13]1 |f:1.2|. Procedure: A mixture of 4-(1,3-dioxoisoindolin-2-yl)cyclohexane-1-sulfonyl chloride (5 g, 15.2 mmol) in NH3/THF (150 mL) was stirred at room temperature overnight. The mixture was concentrated in vacuo. The residue was dissolved into about 100 mL of hot water and the solid was filtered under hot condition. The filtrate was concentrated in vacuo to give 4-(1,3-dioxoisoindolin-2-yl)cyclohexane-1-sulfonamide (3 g, 64%) as an off-white solid. Reactants: FC(C(=O)O)(F)F (Trifluoroacetic acid), N[C@H]1CC[C@H](CC1)NC(=O)C1=CN(C2=NC=C(N=C21)C2=NN(C1=CC(=CC=C21)Cl)C)COCC[Si](C)(C)C (2-(6-chloro-1-methyl-1H-indazol-3-yl)-5-(2-trimethylsilanyl-ethoxymethyl)-5H-pyrrolo[2,3-b]pyrazine-7-carboxylic acid (cis-4-aminocyclohexyl)amide), C(CN)N (ethylenediamine). The solvent is ClCCl (dichloromethane). Conditions: time 3 hour. Product: N[C@H]1CC[C@H](CC1)NC(=O)C1=CNC2=NC=C(N=C21)C2=NN(C1=CC(=CC=C21)Cl)C (2-(6-chloro-1-methyl-1H-indazol-3-yl)-5H-pyrrolo[2,3-b]pyrazine-7-carboxylic acid (cis-4-aminocyclohexyl)-amide). The yield is 94.1%. RXN SMILES: [NH2:1][C@@H:2]1[CH2:7][CH2:6][C@H:5]([NH:8][C:9]([C:11]2[C:19]3[C:14](=[N:15][CH:16]=[C:17]([C:20]4[C:28]5[C:23](=[CH:24][C:25]([Cl:29])=[CH:26][CH:27]=5)[N:22]([CH3:30])[N:21]=4)[N:18]=3)[N:13](COCC[Si](C)(C)C)[CH:12]=2)=[O:10])[CH2:4][CH2:3]1.FC(F)(F)C(O)=O.C(N)CN>ClCCl>[NH2:1][C@@H:2]1[CH2:7][CH2:6][C@H:5]([NH:8][C:9]([C:11]2[C:19]3[C:14](=[N:15][CH:16]=[C:17]([C:20]4[C:28]5[C:23](=[CH:24][C:25]([Cl:29])=[CH:26][CH:27]=5)[N:22]([CH3:30])[N:21]=4)[N:18]=3)[NH:13][CH:12]=2)=[O:10])[CH2:4][CH2:3]1. Procedure: In a 25 mL round-bottomed flask, 2-(6-chloro-1-methyl-1H-indazol-3-yl)-5-(2-trimethylsilanyl-ethoxymethyl)-5H-pyrrolo[2,3-b]pyrazine-7-carboxylic acid (cis-4-aminocyclohexyl)amide (85 mg, 0.153 mmol) was dissolved in dichloromethane (8 mL). Trifluoroacetic acid (2.5 mL, 32.4 mmol) was added and the orange reaction mixture was stirred at room temperature for 3 h. The reaction mixture was then concentrated under reduced pressure. The resultant crude solid was dissolved in dichloromethane (8 mL) an... The product is N1(CCOCC1)CC1=CC2=C(NC(=N2)C2=NNC=C2NC(=O)C2=C(N=C3SC=CN32)C)C=C1 (6-methyl-imidazo[2.1-b]thiazole-5-carboxylic acid [3-(5-morpholin-4-ylmethyl-1H-benzoimidazol-2-yl)-1H-pyrazol-4-yl]-amide). Run in CN(C)C=O (DMF). Reaction SMILES: [CH3:1][C:2]1[N:3]=[C:4]2[N:8]([C:9]=1[C:10]([OH:12])=O)[CH:7]=[CH:6][S:5]2.[N:13]1([CH2:19][C:20]2[CH:34]=[CH:33][C:23]3[NH:24][C:25]([C:27]4[C:31]([NH2:32])=[CH:30][NH:29][N:28]=4)=[N:26][C:22]=3[CH:21]=2)[CH2:18][CH2:17][O:16][CH2:15][CH2:14]1.C(Cl)CCl.C1C=NC2N(O)N=NC=2C=1>CN(C=O)C>[N:13]1([CH2:19][C:20]2[CH:34]=[CH:33][C:23]3[NH:24][C:25]([C:27]4[C:31]([NH:32][C:10]([C:9]5[N:8]6[C:4]([S:5][CH:6]=[CH:7]6)=[N:3][C:2]=5[CH3:1])=[O:12])=[CH:30][NH:29][N:28]=4)=[N:26][C:22]=3[CH:21]=2)[CH2:18][CH2:17][O:16][CH2:15][CH2:14]1. Conditions: time 20 hour. The reactants are CC=1N=C2SC=CN2C1C(=O)O (6-methyl-imidazo[2.1-b]thiazole-5-carboxylic acid), N1(CCOCC1)CC1=CC2=C(NC(=N2)C2=NNC=C2N)C=C1 (3-(5-morpholin-4-ylmethyl-1H-benzimidazol-2-yl)-1H-pyrazol-4-ylamine), C(CCl)Cl (EDC), C1=CC2=C(N=C1)N(N=N2)O (HOAt). Isolated yield 19.0%. Procedure details: A mixture of 6-methyl-imidazo[2.1-b]thiazole-5-carboxylic acid (Bionet) (61 mg, 0.33 mmol), 3-(5-morpholin-4-ylmethyl-1H-benzimidazol-2-yl)-1H-pyrazol-4-ylamine (100 mg, 0.33 mmol), EDC (77 mg 0.39 mmol) and HOAt (54 mg, 0.39 mmol) was stirred in DMF (3 ml) at 80° C. for 1 h then at ambient temperature for 20 h. The mixture was reduced in vacuo and the residue was partitioned between EtOAc and saturated NaHCO. The organic portion was washed with brine, dried (MgSO4) and reduced in vacuo. The res... The reactants are ClC=1C=CC2=C(C(=[N+](CC(N2)C(=NO)N2CCOCC2)[O-])C2=C(C=CC=C2)F)C1 (7-chloro-5-(2-fluorophenyl)-2,3-dihydro-N-hydroxy-α-(4-morpholinyl)-1H-1,4-benzodiazepine-2-methanimine 4-oxide), C(C)=O (acetaldehyde), N (ammonia). Solvent: C(C)(=O)O (acetic acid). Product: ClC=1C=CC2=C(C(=[N+](CC=3N2C(=NC3N3CCOCC3)C)[O-])C3=C(C=CC=C3)F)C1 (8-Chloro-6-(2-fluorophenyl)-1-methyl-3-morpholino-4H-imidazo[1,5-a][1,4]benzodiazepine 5-oxide). RXN SMILES: [Cl:1][C:2]1[CH:3]=[CH:4][C:5]2[NH:11][CH:10]([C:12]([N:15]3[CH2:20][CH2:19][O:18][CH2:17][CH2:16]3)=[N:13]O)[CH2:9][N+:8]([O-:21])=[C:7]([C:22]3[CH:27]=[CH:26][CH:25]=[CH:24][C:23]=3[F:28])[C:6]=2[CH:29]=1.[CH:30](=O)[CH3:31].N>C(O)(=O)C>[Cl:1][C:2]1[CH:3]=[CH:4][C:5]2[N:11]3[C:30]([CH3:31])=[N:13][C:12]([N:15]4[CH2:20][CH2:19][O:18][CH2:17][CH2:16]4)=[C:10]3[CH2:9][N+:8]([O-:21])=[C:7]([C:22]3[CH:27]=[CH:26][CH:25]=[CH:24][C:23]=3[F:28])[C:6]=2[CH:29]=1. Procedure details: A mixture of 4.2 g (0.01 mole) of 7-chloro-5-(2-fluorophenyl)-2,3-dihydro-N-hydroxy-α-(4-morpholinyl)-1H-1,4-benzodiazepine-2-methanimine 4-oxide, 50 ml of glacial acetic acid and 4 ml of acetaldehyde was heated to reflux for 5 minutes. The cooled reaction mixture was poured on ice, made alkaline with ammonia and extracted with methylene chloride. The extracts were dried and evaporated and the residue was crystallized from ether/2-propanol to yield yellow crystals.